The task is: describe an organic reaction: reactants, conditions, products, and yield. This data is from the Open Reaction Database (ORD), a public repository of structured organic reaction records. Reactants: NC1=NC(=NC=C1C1CC1)C1=NN(C2=NC=CC=C21)CC2=C(C=CC=C2)F (3-(4-amino-5-cyclopropylpyrimidin-2-yl)-1-(2-fluorobenzyl)-1H-pyrazolo[3,4-b]pyridine), Cl (HCl). Solvent: C(C)#N (acetonitrile). Product: Cl.NC1=NC(=NC=C1C1CC1)C1=NN(C2=NC=CC=C21)CC2=C(C=CC=C2)F (3-(4-Amino-5-cyclopropylpyrimidin-2-yl)-1-(2-fluorobenzyl)-1H-pyrazolo[3,4-b]pyridine, hydrochloride). As a reaction SMILES: [NH2:1][C:2]1[C:7]([CH:8]2[CH2:10][CH2:9]2)=[CH:6][N:5]=[C:4]([C:11]2[C:19]3[C:14](=[N:15][CH:16]=[CH:17][CH:18]=3)[N:13]([CH2:20][C:21]3[CH:26]=[CH:25][CH:24]=[CH:23][C:22]=3[F:27])[N:12]=2)[N:3]=1.[ClH:28]>C(#N)C>[ClH:28].[NH2:1][C:2]1[C:7]([CH:8]2[CH2:9][CH2:10]2)=[CH:6][N:5]=[C:4]([C:11]2[C:19]3[C:14](=[N:15][CH:16]=[CH:17][CH:18]=3)[N:13]([CH2:20][C:21]3[CH:26]=[CH:25][CH:24]=[CH:23][C:22]=3[F:27])[N:12]=2)[N:3]=1 |f:3.4|. Procedure: 0.3 g (0.83 mmol) of 3-(4-amino-5-cyclopropylpyrimidin-2-yl)-1-(2-fluorobenzyl)-1H-pyrazolo[3,4-b]pyridine from Example 1 is dissolved in 50 ml of hot acetonitrile, and 0.9 ml of 1 N HCl (0.9 mmol) is added. The precipitated crystals are subsequently filtered off with suction. Starting materials: ClCC(=O)C=1C(=NN2C1C=CC=C2)C(C)C (2-chloro-1-(2-isopropylpyrazolo[1,5-a]pyridin-3-yl)ethanone), NC(=S)N (thiourea), CC(=O)O (HOAc). The solvent is O1CCOCC1 (dioxane). Yields the product C(C)(C)C1=NN2C(C=CC=C2)=C1C=1NC(NC1)=S (4-(2-isopropylpyrazolo[1,5-a]pyridin-3-yl)-1H-imidazole-2(3H)-thione). Isolated yield 121.0%. Reaction SMILES: Cl[CH2:2][C:3]([C:5]1[C:6]([CH:14]([CH3:16])[CH3:15])=[N:7][N:8]2[CH:13]=[CH:12][CH:11]=[CH:10][C:9]=12)=O.[NH2:17][C:18]([NH2:20])=[S:19].CC(O)=O>O1CCOCC1>[CH:14]([C:6]1[C:5]([C:3]2[NH:17][C:18](=[S:19])[NH:20][CH:2]=2)=[C:9]2[CH:10]=[CH:11][CH:12]=[CH:13][N:8]2[N:7]=1)([CH3:16])[CH3:15]. Reported procedure: A mixture of 200 mg (0.63 mmol) of 2-chloro-1-(2-isopropylpyrazolo[1,5-a]pyridin-3-yl)ethanone, 100 mg of thiourea and 100 μl of HOAc were stirred in 1.5 ml of dioxane at 60-700 C for 30 minutes. 197 mg of 4-(2-isopropylpyrazolo[1,5-a]pyridin-3-yl)-1H-imidazole-2(3H)-thione was obtained after workup. Compound 1085. The reactants are CO, CN(C)C=O, O=S(Cl)Cl, O=C(O)C(C(=O)O)c1ccccc1. Product: COC(=O)C(C(=O)O)c1ccccc1. As a reaction SMILES: [CH3:18][OH:19].[CH:20]([N:21]([CH3:22])[CH3:23])=[O:24].[S:14]([Cl:15])([Cl:16])=[O:17].[c:1]1([CH:7]([C:8](=[O:9])[OH:10])[C:11](=[O:12])[OH:13])[cH:2][cH:3][cH:4][cH:5][cH:6]1>>[c:1]1([CH:7]([C:8](=[O:9])[O:10][CH3:18])[C:11](=[O:12])[OH:13])[cH:2][cH:3][cH:4][cH:5][cH:6]1. Reactants: CCCCCC1(C=Cc2ccc(C(=O)OCC)cc2)CC2=C(C1)C(C)(C)CCC2(C)C, C1CCOC1, CCO, [K+], [OH-], O. Yields the product CCCCCC1(C=Cc2ccc(C(=O)O)cc2)CC2=C(C1)C(C)(C)CCC2(C)C. Reaction SMILES: [CH2:1]([CH3:2])[O:3][C:4]([c:5]1[cH:6][cH:7][c:8]([CH:11]=[CH:12][C:13]2([CH2:26][CH2:27][CH2:28][CH2:29][CH3:30])[CH2:14][C:15]3=[C:20]([C:19]([CH3:22])([CH3:23])[CH2:18][CH2:17][C:16]3([CH3:24])[CH3:25])[CH2:21]2)[cH:9][cH:10]1)=[O:31].[CH2:34]1[O:35][CH2:36][CH2:37][CH2:38]1.[CH3:39][CH2:40][OH:41].[K+:33].[OH-:32].[OH2:42]>>[O:3]=[C:4]([c:5]1[cH:6][cH:7][c:8]([CH:11]=[CH:12][C:13]2([CH2:26][CH2:27][CH2:28][CH2:29][CH3:30])[CH2:14][C:15]3=[C:20]([C:19]([CH3:22])([CH3:23])[CH2:18][CH2:17][C:16]3([CH3:24])[CH3:25])[CH2:21]2)[cH:9][cH:10]1)[OH:31].